Dataset: the Open Reaction Database (ORD), a public repository of structured organic reaction records. Task: describe an organic reaction: reactants, conditions, products, and yield Reactants: CC(C)([O-])C.[K+] (potassium tert-butoxide), COC1=CC=C(C=C1)C1=C(OC=2N=CN=C(C21)N[C@@H]2C[C@H](CCC2)O)C2=CC=CC=C2 ((+/−)-trans-3-{[5-(4-methoxyphenyl)-6-phenylfuro[2,3-d]pyrimidin-4-yl]amino}cyclohexanol), C(C=C)#N (acrylonitrile). Run in C1CCOC1 (THF), ClCCl (dichloromethane). Conditions: time 2 hour. Yields the product COC1=CC=C(C=C1)C1=C(OC=2N=CN=C(C21)N[C@@H]2C[C@H](CCC2)OCCC#N)C2=CC=CC=C2 ((+/−)-trans-3-{[3-{[5-(4-Methoxyphenyl)-6-phenylfuro[2,3-d]pyrimidin-4-yl]amino}cyclohexyl]-oxy}propanenitrile). Reaction SMILES: CC(C)([O-])C.[K+].[CH3:7][O:8][C:9]1[CH:14]=[CH:13][C:12]([C:15]2[C:23]3[C:22]([NH:24][C@H:25]4[CH2:30][CH2:29][CH2:28][C@H:27]([OH:31])[CH2:26]4)=[N:21][CH:20]=[N:19][C:18]=3[O:17][C:16]=2[C:32]2[CH:37]=[CH:36][CH:35]=[CH:34][CH:33]=2)=[CH:11][CH:10]=1.[C:38](#[N:41])[CH:39]=[CH2:40]>C1COCC1.ClCCl>[CH3:7][O:8][C:9]1[CH:10]=[CH:11][C:12]([C:15]2[C:23]3[C:22]([NH:24][C@H:25]4[CH2:30][CH2:29][CH2:28][C@H:27]([O:31][CH2:40][CH2:39][C:38]#[N:41])[CH2:26]4)=[N:21][CH:20]=[N:19][C:18]=3[O:17][C:16]=2[C:32]2[CH:33]=[CH:34][CH:35]=[CH:36][CH:37]=2)=[CH:13][CH:14]=1 |f:0.1|. Reported procedure: Add a solution of approx. 2 mg of potassium tert-butoxide in 0.2 ml of THF dropwise to a solution of 34.4 mg (0.059 mmol) of (+/−)-trans-3-{[5-(4-methoxyphenyl)-6-phenylfuro[2,3-d]pyrimidin-4-yl]amino}cyclohexanol in 0.23 ml of acrylonitrile. Stir the reaction mixture with exclusion of light at RT for approx. 2 h. After diluting with dichloromethane, wash successively with 1N hydrochloric acid, satd. sodium hydrogencarbonate solution and satd. sodium chloride solution, and concentrate the organi... The reactants are C1CCOC1, CS(=O)(=O)Cl, CN(C)C1CCCCC1O, [H-], NCc1ccccc1, [Na+]. Yields the product CN(C)C1CCCCC1NCc1ccccc1. As a reaction SMILES: [CH2:26]1[O:27][CH2:28][CH2:29][CH2:30]1.[CH3:13][S:14](=[O:15])(=[O:16])[Cl:17].[CH3:1][N:2]([CH:3]1[CH:4]([OH:9])[CH2:5][CH2:6][CH2:7][CH2:8]1)[CH3:10].[H-:12].[NH2:18][CH2:19][c:20]1[cH:21][cH:22][cH:23][cH:24][cH:25]1.[Na+:11]>>[CH3:1][N:2]([CH:3]1[CH:4]([NH:18][CH2:19][c:20]2[cH:21][cH:22][cH:23][cH:24][cH:25]2)[CH2:5][CH2:6][CH2:7][CH2:8]1)[CH3:10]. As a reaction SMILES: [CH2:1]([CH2:2][CH2:3][CH3:4])[c:5]1[n:6][c:7]2[c:8]([n:9]1[CH2:10][c:11]1[cH:12][cH:13][c:14](-[c:17]3[c:18]([C:23](=[O:24])[O:25][C:26]([CH3:27])([CH3:28])[CH3:29])[cH:19][cH:20][cH:21][cH:22]3)[cH:15][cH:16]1)[cH:30][c:31]([NH:35][C:36](=[O:37])[N:38]1[CH2:39][CH2:40][O:41][CH2:42][CH2:43]1)[cH:32][c:33]2[CH3:34].[CH2:51]([Cl:52])[Cl:53].[OH:44][C:45]([C:46]([F:47])([F:48])[F:49])=[O:50]>>[CH2:1]([CH2:2][CH2:3][CH3:4])[c:5]1[n:6][c:7]2[c:8]([n:9]1[CH2:10][c:11]1[cH:12][cH:13][c:14](-[c:17]3[c:18]([C:23](=[O:24])[OH:25])[cH:19][cH:20][cH:21][cH:22]3)[cH:15][cH:16]1)[cH:30][c:31]([NH:35][C:36](=[O:37])[N:38]1[CH2:39][CH2:40][O:41][CH2:42][CH2:43]1)[cH:32][c:33]2[CH3:34]. Yields the product CCCCc1nc2c(C)cc(NC(=O)N3CCOCC3)cc2n1Cc1ccc(-c2ccccc2C(=O)O)cc1. Reactants: CCCCc1nc2c(C)cc(NC(=O)N3CCOCC3)cc2n1Cc1ccc(-c2ccccc2C(=O)OC(C)(C)C)cc1, ClCCl, O=C(O)C(F)(F)F. Starting materials: CN (methylamine), Cl (hydrochloric acid), C(C=C)(=O)N1CCN(C2=CC=C(C=C12)CCC(=O)OCC)C(CC1=CC(=C(C=C1)NC(=O)NC1=C(C=CC=C1)C)OC)=O (ethyl 3-(4-acryloyl-1-{[3-methoxy-4-(3-o-tolyl-ureido)-phenyl]-acetyl}-1,2,3,4-tetrahydro-quinoxalin-6-yl)-propanoate), CN (methylamine), C(C)O (ethanol). The solvent is C(C)(=O)OCC (ethyl acetate). Reaction conditions: temperature 20 celsius. Product: CN(CCC(=O)N1CCN(C2=CC=C(C=C12)CCC(=O)OCC)C(CC1=CC(=C(C=C1)NC(=O)NC1=C(C=CC=C1)C)OC)=O)C (Ethyl 3-(4-(3-Dimethylamino-propionyl)-1-{[3-methoxy-4(3-o-tolyl-ureido)-phenyl]-acetyl}-1,2,3,4-tetrahydro-quinoxalin-6-yl)-propanoate). RXN SMILES: [C:1]([N:5]1[C:14]2[C:9](=[CH:10][CH:11]=[C:12]([CH2:15][CH2:16][C:17]([O:19][CH2:20][CH3:21])=[O:18])[CH:13]=2)[N:8]([C:22](=[O:43])[CH2:23][C:24]2[CH:29]=[CH:28][C:27]([NH:30][C:31]([NH:33][C:34]3[CH:39]=[CH:38][CH:37]=[CH:36][C:35]=3[CH3:40])=[O:32])=[C:26]([O:41][CH3:42])[CH:25]=2)[CH2:7][CH2:6]1)(=[O:4])[CH:2]=[CH2:3].[CH3:44][NH2:45].Cl.[CH2:47](O)C>C(OCC)(=O)C>[CH3:44][N:45]([CH3:47])[CH2:3][CH2:2][C:1]([N:5]1[C:14]2[C:9](=[CH:10][CH:11]=[C:12]([CH2:15][CH2:16][C:17]([O:19][CH2:20][CH3:21])=[O:18])[CH:13]=2)[N:8]([C:22](=[O:43])[CH2:23][C:24]2[CH:29]=[CH:28][C:27]([NH:30][C:31]([NH:33][C:34]3[CH:39]=[CH:38][CH:37]=[CH:36][C:35]=3[CH3:40])=[O:32])=[C:26]([O:41][CH3:42])[CH:25]=2)[CH2:7][CH2:6]1)=[O:4]. Reported procedure: A stirred mixture of ethyl 3-(4-acryloyl-1-{[3-methoxy-4-(3-o-tolyl-ureido)-phenyl]-acetyl}-1,2,3,4-tetrahydro-quinoxalin-6-yl)-propanoate (283 mg, Reference Example 22) and methylamine (115 μl) in ethanol (5 ml) was heated at reflux for 8 hours, then treated with a further aliquot of methylamine (50 μl) and then heated at reflux for a further 2 hours. The reaction mixture was cooled to 20° C., then diluted with ethyl acetate, then treated with hydrochloric acid (50 ml, 0.1M) and separated. The ... The reactants are CCOC(=O)C1CCCCC1, COC[P+](c1ccccc1)(c1ccccc1)c1ccccc1, CC(C)(C)[O-], COC(C)(C)C, [Cl-], Cl, [K+], C1CCOC1, O. Product: CCOC(=O)C1CCC(C=O)CC1. RXN SMILES: [CH2:1]1[CH2:2][CH2:3][CH:4]([C:7](=[O:8])[O:9][CH2:10][CH3:11])[CH2:5][CH2:6]1.[CH3:13][O:14][CH2:15][P+:16]([c:17]1[cH:18][cH:19][cH:20][cH:21][cH:22]1)([c:23]1[cH:24][cH:25][cH:26][cH:27][cH:28]1)[c:29]1[cH:30][cH:31][cH:32][cH:33][cH:34]1.[CH3:35][C:36]([CH3:37])([O-:38])[CH3:39].[CH3:42][O:43][C:44]([CH3:45])([CH3:46])[CH3:47].[Cl-:12].[ClH:41].[K+:40].[O:48]1[CH2:49][CH2:50][CH2:51][CH2:52]1.[OH2:53]>>[CH:1]1([CH:13]=[O:14])[CH2:2][CH2:3][CH:4]([C:7](=[O:8])[O:9][CH2:10][CH3:11])[CH2:5][CH2:6]1. Starting materials: O=C(O)Cc1ccccc1Cl, O. Yields the product O=C(O)Cc1ccccc1O. RXN SMILES: [Cl:1][c:2]1[c:3]([CH2:8][C:9](=[O:10])[OH:11])[cH:4][cH:5][cH:6][cH:7]1.[OH2:12]>>[c:2]1([OH:12])[c:3]([CH2:8][C:9](=[O:10])[OH:11])[cH:4][cH:5][cH:6][cH:7]1. Reactants: OC1=C(N(S(C2=C1SC1=C2C=CC=C1)(=O)=O)C)C(=O)OCC1=CC=CC=C1 (benzyl 4-hydroxy-2-methyl-2H-[1] benzothieno [2,3-e]-1,2-thiazine-3-carboxylate-1,1-dioxide), CC=1C(=CC2=C(N=C(S2)N)C1)C (5,6-dimethyl-2-benzothiazolamine). The product is CC=1C(=CC2=C(N=C(S2)NC(=O)C=2N(S(C3=C(C2O)SC2=C3C=CC=C2)(=O)=O)C)C1)C (N-(5,6-Dimethyl-2-benzothiazolyl)-4-hydroxy-2-methyl-2H-[1] benzothieno [2,3-e]-1,2-thiazine-3-carboxamide 1,1-dioxide). Yield: 80.0%. As a reaction SMILES: [OH:1][C:2]1[C:7]2[S:8][C:9]3[CH:14]=[CH:13][CH:12]=[CH:11][C:10]=3[C:6]=2[S:5](=[O:16])(=[O:15])[N:4]([CH3:17])[C:3]=1[C:18](OCC1C=CC=CC=1)=[O:19].[CH3:28][C:29]1[C:30]([CH3:39])=[CH:31][C:32]2[S:36][C:35]([NH2:37])=[N:34][C:33]=2[CH:38]=1>>[CH3:28][C:29]1[C:30]([CH3:39])=[CH:31][C:32]2[S:36][C:35]([NH:37][C:18]([C:3]3[N:4]([CH3:17])[S:5](=[O:16])(=[O:15])[C:6]4[C:10]5[CH:11]=[CH:12][CH:13]=[CH:14][C:9]=5[S:8][C:7]=4[C:2]=3[OH:1])=[O:19])=[N:34][C:33]=2[CH:38]=1. Procedure: Prepared analogous to Example 1 from benzyl 4-hydroxy-2-methyl-2H-[1] benzothieno [2,3-e]-1,2-thiazine-3-carboxylate-1,1-dioxide and 5,6-dimethyl-2-benzothiazolamine with a yield of 80% of theory. Reaction SMILES: [C:28]([OH:29])(=[O:30])[CH3:31].[Cl:23][CH2:24][Cl:25].[H:26][H:27].[N+:1]([O-:2])(=[O:3])[c:4]1[cH:5][cH:6][c:7]([O:14][CH2:15][c:16]2[n:17][c:18]([NH2:22])[n:19][cH:20][cH:21]2)[c:8]2[cH:9][cH:10][cH:11][cH:12][c:13]12>>[NH2:1][c:4]1[cH:5][cH:6][c:7]([O:14][CH2:15][c:16]2[n:17][c:18]([NH2:22])[n:19][cH:20][cH:21]2)[c:8]2[cH:9][cH:10][cH:11][cH:12][c:13]12. The reactants are CC(=O)O, ClCCl, [H][H], Nc1nccc(COc2ccc([N+](=O)[O-])c3ccccc23)n1. The product is Nc1nccc(COc2ccc(N)c3ccccc23)n1.